From a dataset of the Open Reaction Database (ORD), a public repository of structured organic reaction records. describe an organic reaction: reactants, conditions, products, and yield Procedure: The title compound, white solid (70 mg, 71%), MS (ISP) m/z=395.5 [(M+H)+], mp 212° C., was prepared in accordance with the general method of example 1 from 6-bromo-8-chloro-10-methyl-3,4-dihydro-2H-pyrazino[1,2-a]indol-1-one (intermediate 12) (78.4 mg, 0.25 mmol) and commercially available 4-trifluoromethoxy-phenylboronic acid (66.9 mg, 0.325 mmol). Product: ClC1=CC=2C(=C3N(C2C(=C1)C1=CC=C(C=C1)OC(F)(F)F)CCNC3=O)C (8-Chloro-10-methyl-6-(4-trifluoromethoxy-phenyl)-3,4-dihydro-2H-pyrazino[1,2-a]indol-1-one). RXN SMILES: Br[C:2]1[C:10]2[N:9]3[CH2:11][CH2:12][NH:13][C:14](=[O:15])[C:8]3=[C:7]([CH3:16])[C:6]=2[CH:5]=[C:4]([Cl:17])[CH:3]=1.[F:18][C:19]([F:31])([F:30])[O:20][C:21]1[CH:26]=[CH:25][C:24](B(O)O)=[CH:23][CH:22]=1>>[Cl:17][C:4]1[CH:3]=[C:2]([C:24]2[CH:23]=[CH:22][C:21]([O:20][C:19]([F:18])([F:30])[F:31])=[CH:26][CH:25]=2)[C:10]2[N:9]3[CH2:11][CH2:12][NH:13][C:14](=[O:15])[C:8]3=[C:7]([CH3:16])[C:6]=2[CH:5]=1. The reactants are solid, BrC1=CC(=CC=2C(=C3N(C12)CCNC3=O)C)Cl (6-bromo-8-chloro-10-methyl-3,4-dihydro-2H-pyrazino[1,2-a]indol-1-one), BrC1=CC(=CC=2C(=C3N(C12)CCNC3=O)C)Cl (6-bromo-8-chloro-10-methyl-3,4-dihydro-2H-pyrazino[1,2-a]indol-1-one), FC(OC1=CC=C(C=C1)B(O)O)(F)F (4-trifluoromethoxy-phenylboronic acid). Reactants: ClC1=CC2=C(C=N1)NC(=N2)SC (6-chloro-2-(methylthio)-3H-imidazo[4,5-c]pyridine), S(=O)(=O)(O[O-])[O-].[K+].[K+] (potassium peroxymonosulfate), CC#N.O (CH3CN water). Conditions: time 15 hour. The product is ClC1=CC2=C(C=N1)NC(=N2)S(=O)(=O)C (6-chloro-2-(methylsulfonyl)-3H-imidazo[4,5-c]pyridine). As a reaction SMILES: [Cl:1][C:2]1[N:7]=[CH:6][C:5]2[NH:8][C:9](SC)=[N:10][C:4]=2[CH:3]=1.[S:13]([O-:18])(O[O-])(=O)=[O:14].[K+].[K+].[CH3:21]C#N.O>>[Cl:1][C:2]1[N:7]=[CH:6][C:5]2[NH:8][C:9]([S:13]([CH3:21])(=[O:18])=[O:14])=[N:10][C:4]=2[CH:3]=1 |f:1.2.3,4.5|. Procedure details: To a stirring solution of 6-chloro-2-(methylthio)-3H-imidazo[4,5-c]pyridine (954.0 mg, 4.78 mmol) in 50% CH3CN/water (61.4 mL) was added potassium peroxymonosulfate (oxone, 6.46 g, 10.51 mmol). The reaction was stirred under N2 at RT for 15 h, then filtered and the filtrate added to a stirring mixture of EtOAc (1.27 L)/water (0.70 L). The aqueous layer was separated and back-extracted with EtOAc (0.25 L). The combined organic layers were evaporated under reduced pressure to afford the title comp... Reactants: COC=CCC1=CC=CC=C1 (o-methoxyallylbenzene), ClC1=CC(=CC=C1)C(=O)OO (m-chloroperbenzoic acid). The solvent is C(Cl)(Cl)Cl (chloroform), 1l, C(Cl)(Cl)Cl (chloroform). Conditions: time 55 hour. Product: COC=CCC12C(C=CC=C1)O2 (o-methoxyallylbenzene oxide). The yield is 109.0%. RXN SMILES: [CH3:1][O:2][CH:3]=[CH:4][CH2:5][C:6]1[CH:11]=[CH:10][CH:9]=[CH:8][CH:7]=1.ClC1C=CC=C(C(OO)=[O:20])C=1>C(Cl)(Cl)Cl>[CH3:1][O:2][CH:3]=[CH:4][CH2:5][C:6]12[O:20][CH:7]1[CH:8]=[CH:9][CH:10]=[CH:11]2. Procedure details: 22.2 g of o-methoxyallylbenzene was dissolved in 200 ml of chloroform and to the mixture was added dropwise, while maintaining the temperature at 0° - 5° C, 31.3 g of m-chloroperbenzoic acid dissolved in 1l of chloroform. The thus obtained mixture was allowed to stand for 55 hours at the same temperature. After separated m-chlorobenzoic acid was filtered off, the filtrate was washed with 5% sodium hydroxide solution, then with water and dried over anhydrous sodium sulfate. The solvent was evapor...